This data is from the Open Reaction Database (ORD), a public repository of structured organic reaction records. The task is: describe an organic reaction: reactants, conditions, products, and yield The reactants are C1CCOC1, C[Si](C)(C)[N-][Si](C)(C)C, Cc1cc(=O)oc2cc(C#N)ccc12, O=Cc1ccc(Cl)cc1Cl, [Li+]. Reaction SMILES: [CH2:35]1[O:36][CH2:37][CH2:38][CH2:39]1.[CH3:16][Si:17]([N-:18][Si:19]([CH3:20])([CH3:21])[CH3:22])([CH3:23])[CH3:24].[CH3:1][c:2]1[cH:3][c:4](=[O:14])[o:5][c:6]2[cH:7][c:8]([C:12]#[N:13])[cH:9][cH:10][c:11]12.[Cl:25][c:26]1[c:27]([CH:28]=[O:29])[cH:30][cH:31][c:32]([Cl:34])[cH:33]1.[Li+:15]>>[CH2:1]([c:2]1[cH:3][c:4](=[O:14])[o:5][c:6]2[cH:7][c:8]([C:12]#[N:13])[cH:9][cH:10][c:11]12)[CH:28]([c:27]1[c:26]([Cl:25])[cH:33][c:32]([Cl:34])[cH:31][cH:30]1)[OH:29]. The product is N#Cc1ccc2c(CC(O)c3ccc(Cl)cc3Cl)cc(=O)oc2c1. Reactants: [N+](=O)([O-])C1=CC=C(C(=O)OC2=CC=C(C=C2)[N+](=O)[O-])C=C1 (4-nitrophenyl 4-nitrobenzoate), [H][H] (hydrogen). The reagents and catalysts are [Pd] (palladium on charcoal). The solvent is C(C)(=O)OCC (ethyl acetate). Product: NC1=CC=C(C(=O)OC2=CC=C(C=C2)N)C=C1 (4-aminophenyl 4-aminobenzoate). The yield is 100.0%. RXN SMILES: [N+:1]([C:4]1[CH:21]=[CH:20][C:7]([C:8]([O:10][C:11]2[CH:16]=[CH:15][C:14]([N+:17]([O-])=O)=[CH:13][CH:12]=2)=[O:9])=[CH:6][CH:5]=1)([O-])=O.[H][H]>C(OCC)(=O)C.[Pd]>[NH2:1][C:4]1[CH:21]=[CH:20][C:7]([C:8]([O:10][C:11]2[CH:16]=[CH:15][C:14]([NH2:17])=[CH:13][CH:12]=2)=[O:9])=[CH:6][CH:5]=1. Procedure details: 11.0 g of 4-nitrophenyl 4-nitrobenzoate (38.2 mM) were dissolved in 350 ml of ethyl acetate and 1.0 g of palladium on charcoal (10%) was added. The resulting mixture was hydrogenated at atmospheric pressure until the theoretical amount of hydrogen was consumed. The mixture was then filtered, the cake was washed with ethyl acetate and the filtrate was evaporated to dryness to give 8.71 g (38.2 mM, 99%) of 4-aminophenyl 4-aminobenzoate as slightly beige crystals. Reactants: CCC(C(=O)OC)C(=O)OCC (Diethyl methyl malonate), [H-].[Na+] (sodium hydride), CS(=O)C (DMSO), FC1=CC=C(C=C1)[N+](=O)[O-] (1-Fluoro-4-nitrobenzene). Conditions: time 1 hour. Product: CC(C(=O)OCC)(C(=O)OCC)C1=CC=C(C=C1)[N+](=O)[O-] (diethyl 2-methyl-2-(4-nitrophenyl)malonate). Yield: 78.8%. Reaction SMILES: C[CH2:2][CH:3]([C:8]([O:10][CH2:11][CH3:12])=[O:9])[C:4]([O:6][CH3:7])=[O:5].[H-].[Na+].F[C:16]1[CH:21]=[CH:20][C:19]([N+:22]([O-:24])=[O:23])=[CH:18][CH:17]=1.[CH3:25]S(C)=O>>[CH3:2][C:3]([C:16]1[CH:21]=[CH:20][C:19]([N+:22]([O-:24])=[O:23])=[CH:18][CH:17]=1)([C:4]([O:6][CH2:7][CH3:25])=[O:5])[C:8]([O:10][CH2:11][CH3:12])=[O:9] |f:1.2|. Procedure: Diethyl methyl malonate (6.17 g, 35.4 mmol) was added to a stirred solution of sodium hydride (1.63 g, 42.5 mmol, 60%) in DMSO (50 ml) and stirred for 1 h at room temperature. 1-Fluoro-4-nitrobenzene (5.00 g, 35.4 mmol) was added dropwise to the reaction mixture and stirred for 6 h at room temperature. The reaction mixture was quenched with saturated ammonium chloride solution and extracted with diethyl ether. The separated organic layer was washed with brine solution, dried over anhydrous sodiu... Starting materials: Br, O=C([O-])[O-], COc1ccc(C(=O)O)cc1SC, [Na+], [Na+], O. Yields the product CSc1cc(C(=O)O)ccc1O. Reaction SMILES: [BrH:14].[C:15](=[O:16])([O-:17])[O-:18].[CH3:1][O:2][c:3]1[c:4]([S:12][CH3:13])[cH:5][c:6]([C:7](=[O:8])[OH:9])[cH:10][cH:11]1.[Na+:19].[Na+:20].[OH2:21]>>[OH:2][c:3]1[c:4]([S:12][CH3:13])[cH:5][c:6]([C:7](=[O:8])[OH:9])[cH:10][cH:11]1. Starting materials: CN1C=NC=C1 (1-methylimidazole), ClCCCCC (1-chloropentane), resultant solution. Run in C(C)#N (acetonitrile), C(C)#N (acetonitrile). Yields the product [Cl-].C(CCCC)[N+]1=CN(C=C1)C (1-pentyl-3-methyl Imidazolium Chloride). RXN SMILES: [CH3:1][N:2]1[CH:6]=[CH:5][N:4]=[CH:3]1.[Cl:7][CH2:8][CH2:9][CH2:10][CH2:11][CH3:12]>C(#N)C>[Cl-:7].[CH2:8]([N+:4]1[CH:5]=[CH:6][N:2]([CH3:1])[CH:3]=1)[CH2:9][CH2:10][CH2:11][CH3:12] |f:3.4|. Procedure details: Dry 1-methylimidazole (9.03 g, 0.11 mol) was mixed with 1-chloropentane (10.66 g, 0.1 mol) in a Schlenk round bottomed flask. The two components formed two layers, and acetonitrile (40 ml) was added to make the mixture homogeneous. The mixture was heated under reflux, under cover of dry nitrogen, for 5 hours. The resultant solution was allowed to cool to room temperature and evaporated to dryness in vacuo. The solid so formed was redissolved in acetonitrile (20 ml) and cooled to -13° C. for 5 da... Product: C(C)OC1=C(SC(=C1)C1=CC=CC=C1)C(=O)O (3-Ethoxy-5-phenyl-2-thiophenecarboxylic acid). Reactants: C(C)OC1=C(SC(=C1)C1=CC=CC=C1)C(=O)OC (methyl 3-ethoxy-5-phenyl-2-thiophenecarboxylate), [OH-].[K+] (potassium hydroxide). RXN SMILES: [CH2:1]([O:3][C:4]1[CH:8]=[C:7]([C:9]2[CH:14]=[CH:13][CH:12]=[CH:11][CH:10]=2)[S:6][C:5]=1[C:15]([O:17]C)=[O:16])[CH3:2].[OH-].[K+]>O1CCCC1.O>[CH2:1]([O:3][C:4]1[CH:8]=[C:7]([C:9]2[CH:14]=[CH:13][CH:12]=[CH:11][CH:10]=2)[S:6][C:5]=1[C:15]([OH:17])=[O:16])[CH3:2] |f:1.2|. Reported procedure: A solution of methyl 3-ethoxy-5-phenyl-2-thiophenecarboxylate (12.0 g, 46 mmoles) in tetrahydrofuran (150 mL) is added to a solution of potassium hydroxide (14.6 g, 229 mmoles) in water (150 mL). The mixture is stirred and heated under reflux for 24 hours, then the tetrahydrofuran is removed using a rotary evaporator. The aqueous suspension is cooled in an ice bath and acidified with concentrated HCl. The precipitate is collected by filtration, rinsed well with water and dried to afford the pure... The yield is 92.8%. Solvent: O1CCCC1 (tetrahydrofuran), O (water). Reactants: N1CC(CCCC1)CN1CCC2=C(CC1=O)C=C1C(=C2)OCO1 (3-[(hexahydro-azepin-3-yl)-methyl]-7,8-methylenedioxy-2-oxo-1,3,4,5-tetrahydro-2H-3-benzazepin), C1(=CC=CC=C1)S(=O)(=O)OCCCC1=CNC2=CC=CC=C12 (3-(3-benzenesulphonyloxy-propyl)-indole). Product: O.N1C=C(C2=CC=CC=C12)CCCN1CC(CCCC1)CN1CCC2=C(CC1=O)C=C1C(=C2)OCO1 (3-[(N-(3-(Indol-3-yl)-propyl)-hexahydro-azepin-3-yl)methyl]-7,8-methylenedioxy-2-oxo-1,3,4,5-tetrahydro-2H-3-benzazepine-monohydrate). As a reaction SMILES: [NH:1]1[CH2:7][CH2:6][CH2:5][CH2:4][CH:3]([CH2:8][N:9]2[C:15](=[O:16])[CH2:14][C:13]3[CH:17]=[C:18]4[O:23][CH2:22][O:21][C:19]4=[CH:20][C:12]=3[CH2:11][CH2:10]2)[CH2:2]1.C1(S(O[CH2:34][CH2:35][CH2:36][C:37]2[C:45]3[C:40](=[CH:41][CH:42]=[CH:43][CH:44]=3)[NH:39][CH:38]=2)(=O)=O)C=CC=CC=1>>[OH2:16].[NH:39]1[C:40]2[C:45](=[CH:44][CH:43]=[CH:42][CH:41]=2)[C:37]([CH2:36][CH2:35][CH2:34][N:1]2[CH2:7][CH2:6][CH2:5][CH2:4][CH:3]([CH2:8][N:9]3[C:15](=[O:16])[CH2:14][C:13]4[CH:17]=[C:18]5[O:23][CH2:22][O:21][C:19]5=[CH:20][C:12]=4[CH2:11][CH2:10]3)[CH2:2]2)=[CH:38]1 |f:2.3|. Procedure details: Prepared from 3-[(hexahydro-azepin-3-yl)-methyl]-7,8-methylenedioxy-2-oxo-1,3,4,5-tetrahydro-2H-3-benzazepin and 3-(3-benzenesulphonyloxy-propyl)-indole analogously to Example 1. Reactants: C1=CC=CC=2OC3=C(C(=CC21)C(=O)O)C=CC=C3 (dibenz[b,f]oxepine-10-carboxylic acid), N1CCOCC1 (morpholine). Run in C(C)(=O)OCC.CCCCCC (ethyl acetate hexane). Product: C1=CC=CC=2OC3=C(C(=CC21)C(=O)N2CCOCC2)C=CC=C3 (Dibenz[b,f]oxepin-10-yl-morpholin-4-yl-methanone). Yield: 62.0%. Reaction SMILES: [CH:1]1[C:11]2[CH:10]=[C:9]([C:12]([OH:14])=O)[C:8]3[CH:15]=[CH:16][CH:17]=[CH:18][C:7]=3[O:6][C:5]=2[CH:4]=[CH:3][CH:2]=1.[NH:19]1[CH2:24][CH2:23][O:22][CH2:21][CH2:20]1>C(OCC)(=O)C.CCCCCC>[CH:1]1[C:11]2[CH:10]=[C:9]([C:12]([N:19]3[CH2:24][CH2:23][O:22][CH2:21][CH2:20]3)=[O:14])[C:8]3[CH:15]=[CH:16][CH:17]=[CH:18][C:7]=3[O:6][C:5]=2[CH:4]=[CH:3][CH:2]=1 |f:2.3|. Reported procedure: Preparation analogous to Example 10a from dibenz[b,f]oxepine-10-carboxylic acid and morpholine; yield: 62%; yellow oil; 1H-NMR (CDCl3, 200 MHz): 3.30 (mbr, 4H); 3.62 (mbr, 4H); 6.90-7.28 (m, 9H); MS: 307 (M+), 221, 193, 165; TLC (silica gel; ethyl acetate/hexane=1:1; UV): Rf =0.17. The reactants are C(#N)[BH3-].[Na+] (sodium cyanoborohydride), NC1CCN(CC1)CCN1C(C=CC2=CC=C(C=C12)OC)=O (1-[2-(4-aminopiperidin-1-yl)ethyl]-7-methoxyquinolin-2(1H)-one), NC1CCN(CC1)CCN1C(C=CC2=CC=C(C=C12)OC)=O (1-[2-(4-aminopiperidin-1-yl)ethyl]-7-methoxyquinolin-2(1H)-one), O=C1NC2=C(OC1)C=CC(=N2)C=O (3-oxo-3,4-dihydro-2H-pyrido[3,2-b][1,4]oxazine-6-carbaldehyde), ClC(C)Cl.CO (dichloroethane methanol). Reaction conditions: temperature 0 celsius, time 2 hour. Product: ClCCl.CO.N.N (dichloromethane methanol ammonia ammonia), COC1=CC=C2C=CC(N(C2=C1)CCN1CCC(CC1)NCC=1C=CC=2OCC(NC2N1)=O)=O (6-[({1-[2-(7-Methoxy-2-oxoquinolin-1(2H)-yl)ethyl]piperidin-4-yl}amino)methyl]-2H-pyrido[3,2-b][1,4]oxazin-3(4H)-one). As a reaction SMILES: [NH2:1][CH:2]1[CH2:7][CH2:6][N:5]([CH2:8][CH2:9][N:10]2[C:19]3[C:14](=[CH:15][CH:16]=[C:17]([O:20][CH3:21])[CH:18]=3)[CH:13]=[CH:12][C:11]2=[O:22])[CH2:4][CH2:3]1.[O:23]=[C:24]1[CH2:29][O:28][C:27]2[CH:30]=[CH:31][C:32]([CH:34]=O)=[N:33][C:26]=2[NH:25]1.C([BH3-])#N.[Na+].[Cl:40][CH:41]([Cl:43])C.CO>>[Cl:40][CH2:41][Cl:43].[CH3:17][OH:20].[NH3:1].[NH3:25].[CH3:21][O:20][C:17]1[CH:18]=[C:19]2[C:14]([CH:13]=[CH:12][C:11](=[O:22])[N:10]2[CH2:9][CH2:8][N:5]2[CH2:6][CH2:7][CH:2]([NH:1][CH2:34][C:32]3[CH:31]=[CH:30][C:27]4[O:28][CH2:29][C:24](=[O:23])[NH:25][C:26]=4[N:33]=3)[CH2:3][CH2:4]2)=[CH:15][CH:16]=1 |f:2.3,4.5,6.7.8.9|. Procedure details: 1-[2-(4-Aminopiperidin-1-yl)ethyl]-7-methoxyquinolin-2(1H)-one (Intermediate 1, crude, 60 mg, 0.20 mmol), 3-oxo-3,4-dihydro-2H-pyrido[3,2-b][1,4]oxazine-6-carbaldehyde (WO 2004/058144) (43 mg, 0.24 mmol) in dry dichloroethane/methanol (10 mL, 1:1) were heated over 3 Å molecular sieves at reflux for 4 hours. The reaction mixture was cooled to 0° C., and sodium cyanoborohydride (19 mg, 0.30 mmol) was added and it was stirred at room temperature for 2 hours. The mixture was filtered through a fritt...